Dataset: the Open Reaction Database (ORD), a public repository of structured organic reaction records. Task: describe an organic reaction: reactants, conditions, products, and yield Starting materials: CN, CCO, COc1ccncc1[N+](=O)[O-]. The product is CNc1ccncc1[N+](=O)[O-]. RXN SMILES: [CH3:12][NH2:13].[CH3:14][CH2:15][OH:16].[CH3:1][O:2][c:3]1[c:4]([N+:9](=[O:10])[O-:11])[cH:5][n:6][cH:7][cH:8]1>>[c:3]1([NH:13][CH3:12])[c:4]([N+:9](=[O:10])[O-:11])[cH:5][n:6][cH:7][cH:8]1.